From a dataset of the Open Reaction Database (ORD), a public repository of structured organic reaction records. describe an organic reaction: reactants, conditions, products, and yield Starting materials: CNC(=O)C1=CC(=C(C=C1)OC1=CC2=C(CCN(CC2)C(=O)OC(C)(C)C)C=C1)OC (1,1-Dimethylethyl 7-{[4-[(methylamino)carbonyl]-2-(methyloxy)phenyl]oxy}-1,2,4,5-tetrahydro-3H-3-benzazepine-3-carboxylate), FC(C(=O)O)(F)F (trifluoroacetic acid). The solvent is ClCCl (dichloromethane). Conditions: time 2 hour. The product is CNC(C1=CC(=C(C=C1)OC1=CC2=C(CCNCC2)C=C1)OC)=O (N-Methyl-3-(methyloxy)-4-(2,3,4,5-tetrahydro-1H-3-benzazepin-7-yloxy)benzamide). Isolated yield 103.9%. Reaction SMILES: [CH3:1][NH:2][C:3]([C:5]1[CH:10]=[CH:9][C:8]([O:11][C:12]2[CH:29]=[CH:28][C:15]3[CH2:16][CH2:17][N:18](C(OC(C)(C)C)=O)[CH2:19][CH2:20][C:14]=3[CH:13]=2)=[C:7]([O:30][CH3:31])[CH:6]=1)=[O:4].FC(F)(F)C(O)=O>ClCCl>[CH3:1][NH:2][C:3](=[O:4])[C:5]1[CH:10]=[CH:9][C:8]([O:11][C:12]2[CH:29]=[CH:28][C:15]3[CH2:16][CH2:17][NH:18][CH2:19][CH2:20][C:14]=3[CH:13]=2)=[C:7]([O:30][CH3:31])[CH:6]=1. Procedure details: 1,1-Dimethylethyl 7-{[4-[(methylamino)carbonyl]-2-(methyloxy)phenyl]oxy}-1,2,4,5-tetrahydro-3H-3-benzazepine-3-carboxylate (E264, Step 5) (100 mg, 0.23 mmol) was dissolved in dry dichloromethane (2 ml), treated with trifluoroacetic acid (1 ml) and the resulting mixture was stirred at room temperature for 2 hours. The solvent was removed in vacuo and the residue dissolved in methanol and applied to a SCX column eluting with methanol and then a mixture of 0.880 ammonia:methanol (1:9). The basic fr... Starting materials: C(N)(=O)C(C1=CC=CC=C1)(C1=CC=CC=C1)C1CNCCC1 (3-(R,S)-(1-carbamoyl-1,1-diphenylmethyl)piperidine), OC1=CC=C(CCBr)C=C1 (4-hydroxyphenethyl bromide), C([O-])(O)=O.[Na+] (sodium bicarbonate). Solvent: C(C)#N (acetonitrile). Product: C(N)(=O)C(C1=CC=CC=C1)(C1=CC=CC=C1)C1CN(CCC1)CCC1=CC=C(C=C1)O (3-(R,S)-(1-carbamoyl-1,1-diphenylmethyl)-1-(4-hydroxyphenethyl)piperidine). RXN SMILES: [C:1]([C:4]([CH:17]1[CH2:22][CH2:21][CH2:20][NH:19][CH2:18]1)([C:11]1[CH:16]=[CH:15][CH:14]=[CH:13][CH:12]=1)[C:5]1[CH:10]=[CH:9][CH:8]=[CH:7][CH:6]=1)(=[O:3])[NH2:2].[OH:23][C:24]1[CH:32]=[CH:31][C:27]([CH2:28][CH2:29]Br)=[CH:26][CH:25]=1.C(=O)(O)[O-].[Na+]>C(#N)C>[C:1]([C:4]([CH:17]1[CH2:22][CH2:21][CH2:20][N:19]([CH2:29][CH2:28][C:27]2[CH:31]=[CH:32][C:24]([OH:23])=[CH:25][CH:26]=2)[CH2:18]1)([C:11]1[CH:12]=[CH:13][CH:14]=[CH:15][CH:16]=1)[C:5]1[CH:10]=[CH:9][CH:8]=[CH:7][CH:6]=1)(=[O:3])[NH2:2] |f:2.3|. Reported procedure: A mixture containing 3-(R,S)-(1-carbamoyl-1,1-diphenylmethyl)piperidine (0.3 g), 4-hydroxyphenethyl bromide (0.21 g), sodium bicarbonate (0.3 g) and acetonitrile (15 ml) was heated under reflux for 5 hours. The mixture was partitioned between dichloromethane (30 ml) and 10% aqueous sodium carbonate (30 ml), the layers separated, and the aqueous layer extracted with dichloromethane (2×50 ml). The combined dichloromethane extracts were dried (MgSO4) and concentrated in vacuo to give a gum which wa... The reactants are CN1CCc2cccc3c4c(n(c23)CC1)CCC4, CC(Cl)OC(=O)Cl, CC(Cl)Cl. Product: c1cc2c3c(c1)c1c(n3CCNCC2)CCC1. RXN SMILES: [CH3:1][N:2]1[CH2:3][CH2:4][n:5]2[c:6]3[c:7]([c:8]4[cH:9][cH:10][cH:11][c:12]([c:13]24)[CH2:14][CH2:15]1)[CH2:16][CH2:17][CH2:18]3.[Cl:19][C:20]([O:21][CH:22]([Cl:23])[CH3:24])=[O:25].[Cl:26][CH:27]([Cl:28])[CH3:29]>>[NH:2]1[CH2:3][CH2:4][n:5]2[c:6]3[c:7]([c:8]4[cH:9][cH:10][cH:11][c:12]([c:13]24)[CH2:14][CH2:15]1)[CH2:16][CH2:17][CH2:18]3. Starting materials: crude material, Pt2O, C(C)(C)(C)OC(=O)NC1=C(C2=CC=CC=C2C=C1)C(=O)O (2-[(tert-butoxycarbonyl)amino]-1-naphthoic acid), C[Si](C)(C)C=[N+]=[N-] (trimethylsilyldiazomethane). Run in C(C)(=O)O (acetic acid), C(C)(=O)O (acetic acid), C1=CC=CC=C1 (benzene), CO (methanol). Conditions: time 1 hour. The product is COC(=O)C1=C(C=CC=2CCCCC12)N (2-Amino-5,6,7,8-tetrahydro-naphthalene-1-carboxylic acid methyl ester). As a reaction SMILES: C(OC([NH:8][C:9]1[CH:18]=[CH:17][C:16]2[C:11](=[CH:12][CH:13]=[CH:14][CH:15]=2)[C:10]=1[C:19]([OH:21])=[O:20])=O)(C)(C)C.[CH3:22][Si](C=[N+]=[N-])(C)C>C1C=CC=CC=1.CO.C(O)(=O)C>[CH3:22][O:21][C:19]([C:10]1[C:11]2[CH2:12][CH2:13][CH2:14][CH2:15][C:16]=2[CH:17]=[CH:18][C:9]=1[NH2:8])=[O:20]. Reported procedure: The white solid from Example 128B (7.17 g, 24.61 mmol) was dissolved in benzene (250 ml) and methanol (62 ml). To the stirring solution was added 2 M trimethylsilyldiazomethane (12.3 ml) until the yellow color persisted for ten minutes. The reaction was then stirred at room temperature or 1 hour. To the solution was added acetic acid until the yellow color disappeared. The solvent was then removed. The crude material (7.52 g, 24.61 mmol) was dissolved in acetic acid (100 mL) and Pt2O (3.50 g, 15... Reactants: N(C)CC(=O)[O-].[Na+] (sodium sarcosinate), N#CN (cyanamide), N#CN (cyanamide). Solvent: O (water). Run at temperature 50 celsius, time 3 hour. The product is O.O=C(O)CN(C)C(N)=N (creatine monohydrate). The yield is 67.1%. As a reaction SMILES: [NH:1]([CH2:3][C:4]([O-:6])=[O:5])[CH3:2].[Na+].[N:8]#[C:9][NH2:10]>O>[OH2:5].[O:5]=[C:4]([CH2:3][N:1]([C:9](=[NH:8])[NH2:10])[CH3:2])[OH:6] |f:0.1,4.5|. Procedure details: 462.5 g (1.67 moles) of a technical 40% by weight aqueous sodium sarcosinate solution and 200 g of water were take. A pH value of 9.81 (at 20° C.) was adjusted with concentrated 98% by weight formic acid. The reaction mixture was heated to 50° C. 138.2 g (1.65 moles) of SKW cyanamide L 500 (technical aqueous cyanamide solution with a content of 50.2% by weight) were added uniformly with vigorous stirring at an internal temperature of 50° to 52° C. over the course of 3 hours. The reaction mixture... Reactants: IV, C (charcoal), NC1=C(C=C(C(=C1)F)Cl)N (1,2-diamino-4-chloro-5-fluorobenzene), [OH-].[K+] (potassium hydroxide), C(=S)=S (carbon disulfide), C (charcoal). Solvent: O (water), C(C)O (ethanol). Conditions: time 4 hour. Product: ClC1=CC2=C(N=C(N2)S)C=C1F (5-chloro-6-fluoro-2-mercaptobenzimidazole). Isolated yield 575.7%. As a reaction SMILES: [NH2:1][C:2]1[CH:7]=[C:6]([F:8])[C:5]([Cl:9])=[CH:4][C:3]=1[NH2:10].[OH-].[K+].[C:13](=S)=[S:14].C>O.C(O)C>[Cl:9][C:5]1[C:6]([F:8])=[CH:7][C:2]2[N:1]=[C:13]([SH:14])[NH:10][C:3]=2[CH:4]=1 |f:1.2|. Procedure details: The procedure of Van Allan and Deacon, Org. Synth. Coll. Vol. IV, 569, was adapted. A mixture of 1,2-diamino-4-chloro-5-fluorobenzene (528 mg, 3.29 mmol, Aldrich), potassium hydroxide (202 mg, 0.36 mmol), carbon disulfide (280 mg, 0.36 mmol), 95% ethanol (3 mL) and water (0.45 mL) was heated under reflux for 3 h. Activated charcoal (120 mg) was then added cautiously, and after the mixture has been heated at the refluxing temperature for 10 min the activated charcoal was removed by filtration. Th... Starting materials: O=C([O-])[O-], CC(=O)Nc1ccc(S(=O)(=O)N=[N+]=[N-])cc1, COC(=O)c1cccc(C(C)(C)C=O)c1, CC#N, CO, [K+], [K+], COP(=O)(CC(C)=O)OC. Yields the product C#CC(C)(C)c1cccc(C(=O)OC)c1. Reaction SMILES: [C:17](=[O:18])([O-:19])[O-:20].[C:1]([NH:2][c:3]1[cH:4][cH:5][c:6]([S:7]([N:8]=[N+:9]=[N-:10])(=[O:11])=[O:12])[cH:13][cH:14]1)(=[O:15])[CH3:16].[CH3:33][C:34]([CH:35]=[O:36])([CH3:37])[c:38]1[cH:39][c:40]([C:41](=[O:42])[O:43][CH3:44])[cH:45][cH:46][cH:47]1.[CH3:48][C:49]#[N:50].[CH3:51][OH:52].[K+:21].[K+:22].[O:23]=[C:24]([CH3:25])[CH2:26][P:27](=[O:28])([O:29][CH3:30])[O:31][CH3:32]>>[CH:1]#[C:35][C:34]([CH3:33])([CH3:37])[c:38]1[cH:39][c:40]([C:41](=[O:42])[O:43][CH3:44])[cH:45][cH:46][cH:47]1.